Dataset: the Open Reaction Database (ORD), a public repository of structured organic reaction records. Task: describe an organic reaction: reactants, conditions, products, and yield The reactants are C(C)(=O)OCC (ethyl acetate), D-alanine Me-ester hydrochloride, aldehyde, Cl.CNC (dimethylamine hydrochloride), C(C)(=O)[O-].[Na+] (sodium acetate), C(#N)[BH3-].[Na+] (sodium cyanoborohydride), CC1(COC(=N1)/C=C/C2=CC=CC=C2)C (p1886). The solvent is CC(=O)O (AcOH), CO (methanol). Reaction conditions: time 18 hour. The product is C(C)(C)(C)OC(=O)N[C@@H](C=O)C (2-(R)-[N-(tert-Butoxycarbonyl)amino]propanal), dimethylamino. RXN SMILES: CC1(C)N=C(/C=[CH:8]/[C:9]2[CH:14]=CC=C[CH:10]=2)OC1.Cl.C[NH:18][CH3:19].[C:20]([O-:23])(=[O:22])C.[Na+].[C:25]([BH3-])#N.[Na+].[C:29](OCC)(=[O:31])C>CO.CC(O)=O>[C:9]([O:23][C:20]([NH:18][C@H:19]([CH3:25])[CH:29]=[O:31])=[O:22])([CH3:14])([CH3:10])[CH3:8] |f:1.2,3.4,5.6|. Procedure details: 2-(R)-[N-(tert-Butoxycarbonyl)amino]propanal was prepared from D-alanine Me-ester hydrochloride according to the procedure described in the literature (Chakravarty et al, J. Med. Chem 1989, p1886). A mixture of the aldehyde (16.21 g), dimethylamine hydrochloride (15.28 g), sodium acetate( 1.53 g) and sodium cyanoborohydride (8.24 g) in methanol (250 mL) was stirred at room temperature for 18 hours maintaining pH at 6-7 with AcOH. The reaction mixture was dissolved in ethyl acetate, washed with w... Reactants: C1CC[C@H]2N1C1=CC=CC=C1NC2 ((3aR)-1,2,3,3a,4,5-hexahydro-pyrrolo[1,2-a]quinoxaline), C1(=CC=C(C=C1)C1=C(C(=O)NC2=CC=C(C(=O)O)C=C2)C=CC=C1)C (4-[[2-(4-tolyl)benzoyl)amino]benzoic acid). Yields the product C1(=CC=C(C=C1)C1=C(C(=O)NC2=CC=C(C(=O)N3C[C@@H]4N(C5=CC=CC=C35)CCC4)C=C2)C=CC=C1)C ((3aR)-5-[4-[[2-(4-Tolyl) Benzoyl]Amino]Benzoyl]-1,2,3,3a,4,5-Hexahydro-Pyrrolo[1,2-a]Quinoxaline). The yield is 31.7%. RXN SMILES: [CH2:1]1[N:5]2[C:6]3[C:11]([NH:12][CH2:13][C@H:4]2[CH2:3][CH2:2]1)=[CH:10][CH:9]=[CH:8][CH:7]=3.[C:14]1([CH3:38])[CH:19]=[CH:18][C:17]([C:20]2[CH:37]=[CH:36][CH:35]=[CH:34][C:21]=2[C:22]([NH:24][C:25]2[CH:33]=[CH:32][C:28]([C:29](O)=[O:30])=[CH:27][CH:26]=2)=[O:23])=[CH:16][CH:15]=1>>[C:14]1([CH3:38])[CH:15]=[CH:16][C:17]([C:20]2[CH:37]=[CH:36][CH:35]=[CH:34][C:21]=2[C:22]([NH:24][C:25]2[CH:33]=[CH:32][C:28]([C:29]([N:12]3[C:11]4[C:6](=[CH:7][CH:8]=[CH:9][CH:10]=4)[N:5]4[CH2:1][CH2:2][CH2:3][C@@H:4]4[CH2:13]3)=[O:30])=[CH:27][CH:26]=2)=[O:23])=[CH:18][CH:19]=1. Procedure: The same procedures used in Example 1 were repeated using (3aR)-1,2,3,3a,4,5-hexahydro-pyrrolo[1,2-a]quinoxaline prepared in Reference Example 15 and 4-[[2-(4-tolyl)benzoyl)amino]benzoic acid to give the title compound after recrystallization from ethyl acetate-hexane. Yield 31.7%. The reactants are [N+](=O)([O-])C1=CC=C(C(N)=NO)C=C1 (4-nitrobenzamide oxime), ClC(C(=O)OCC)=O (ethyl chlorooxoacetate), B(F)(F)F (borontrifluoride). The solvent is O1CCOCC1 (dioxane). Product: C(C)OC(=O)C1=NC(=NO1)C1=CC=C(C=C1)[N+](=O)[O-] (5-ethoxycarbonyl-3-(4-nitrophenyl)-1,2,4-oxadiazole). As a reaction SMILES: [N+:1]([C:4]1[CH:13]=[CH:12][C:7]([C:8](=[N:10][OH:11])[NH2:9])=[CH:6][CH:5]=1)([O-:3])=[O:2].Cl[C:15](=O)[C:16]([O:18][CH2:19][CH3:20])=[O:17].B(F)(F)F>O1CCOCC1>[CH2:19]([O:18][C:16]([C:15]1[O:11][N:10]=[C:8]([C:7]2[CH:12]=[CH:13][C:4]([N+:1]([O-:3])=[O:2])=[CH:5][CH:6]=2)[N:9]=1)=[O:17])[CH3:20]. Procedure: A mixture of 4-nitrobenzamide oxime (4 g) and ethyl chlorooxoacetate (3.01 g) in dioxane (200 ml) was refluxed for 1 hour, and then borontrifluoride (1 ml) was added thereto. The whole mixture was refluxed for 12 hours. After being cooled to room temperature, the solvent was evaporated in vacuo. The residue was diluted with ethyl acetate (100 ml), washed with a saturated potassium carbonate aqueous solution, dried over magnesium sulfate and evaporated in vacuo. The residue was purified by column... Reactants: NC1=NC=C(C=C1N)[N+](=O)[O-] (2,3-Diamino-5-nitropyridine), [N+](=O)([O-])C1=CC=C(C(=O)Cl)C=C1 (4-nitrobenzoylchloride), O (H2O). Run in N1=CC=CC=C1 (pyridine). Conditions: time 20 hour. Yields the product NC1=NC=C(C=C1NC(C1=CC=C(C=C1)[N+](=O)[O-])=O)[N+](=O)[O-] (N-(2-Amino-5-nitropyridin-3-yl)-4-nitrobenzamide). Yield: 81.0%. Reaction SMILES: [NH2:1][C:2]1[C:7]([NH2:8])=[CH:6][C:5]([N+:9]([O-:11])=[O:10])=[CH:4][N:3]=1.[N+:12]([C:15]1[CH:23]=[CH:22][C:18]([C:19](Cl)=[O:20])=[CH:17][CH:16]=1)([O-:14])=[O:13].O>N1C=CC=CC=1>[NH2:1][C:2]1[C:7]([NH:8][C:19](=[O:20])[C:18]2[CH:17]=[CH:16][C:15]([N+:12]([O-:14])=[O:13])=[CH:23][CH:22]=2)=[CH:6][C:5]([N+:9]([O-:11])=[O:10])=[CH:4][N:3]=1. Reported procedure: To a solution of 2,3-Diamino-5-nitropyridine (3) in dry pyridine (85 mL) was added 4-nitrobenzoylchloride (0.875 g, 4.7 mmol) and the mixture was stirred at room temperature for 20 h. The mixture was then poured into H2O (250 mL) and stirred for 30 minutes. The resulting yellow solid was collected by filtration and rinsed with H2O until no pyridine remained. The solid was dried in vacuuo at 80 C to give 6 as a yellow solid (1.15 g, 3.8 mmol, 81%). 1H NMR (500 MHz, DMSO-d6) δ10.12 (br s, 1H), 8.8... Solvent: C(C(F)(F)F)O (trifluoroethanol), CO (methanol). Reported procedure: Methyl 4-formylmethylbenzoate (52.3 mg, 0.294 mmol), 4-chlorophenyl isocyanide (40.4 mg, 0.294 mmol), N-methylpiperazine (39.1 μL, 0.352 mmol) and AcOH (16.6 μL, 0.294 mmol) were dissolved in 100 μL of trifluoroethanol and heated at 50° C. for 3 hours. The reaction mixture was diluted with 2 mL of methanol and purified by reverse phase HPLC to afford the desired product. MS cal'd 416.2 (MH+), exp 416.2 (MH+). Run at temperature 50 celsius. Yields the product ClC1=CC=C(C=C1)NC(C(CC1=CC=C(C(=O)OC)C=C1)N1CCN(CC1)C)=O (Methyl 4-[3-[(4-chlorophenyl)amino]-2-(4-methylpiperazin-1-yl)-3-oxopropyl]benzoate). As a reaction SMILES: [CH:1]([CH2:3][C:4]1[CH:13]=[CH:12][C:7]([C:8]([O:10][CH3:11])=[O:9])=[CH:6][CH:5]=1)=O.[Cl:14][C:15]1[CH:20]=[CH:19][C:18]([N+:21]#[C-:22])=[CH:17][CH:16]=1.[CH3:23][N:24]1[CH2:29][CH2:28][NH:27][CH2:26][CH2:25]1.CC(O)=[O:32]>C(O)C(F)(F)F.CO>[Cl:14][C:15]1[CH:20]=[CH:19][C:18]([NH:21][C:22](=[O:32])[CH:1]([N:27]2[CH2:28][CH2:29][N:24]([CH3:23])[CH2:25][CH2:26]2)[CH2:3][C:4]2[CH:13]=[CH:12][C:7]([C:8]([O:10][CH3:11])=[O:9])=[CH:6][CH:5]=2)=[CH:17][CH:16]=1. Starting materials: C(=O)CC1=CC=C(C(=O)OC)C=C1 (Methyl 4-formylmethylbenzoate), ClC1=CC=C(C=C1)[N+]#[C-] (4-chlorophenyl isocyanide), CN1CCNCC1 (N-methylpiperazine), CC(=O)O (AcOH). The reactants are CN(C)C=O (DMF), C(C1=CC=CC=C1)OC1=CC=C(C=C1)C(C(=O)OCC)C(=O)OCC (ethyl 2-(4-benzyloxyphenyl)-2-ethoxycarbonylacetate), BrC1=C(C(=C(C(=C1CBr)OC)OC)OC)OC (1-bromo-6-bromomethyl-2,3,4,5-tetramethoxybenzene), C([O-])([O-])=O.[K+].[K+] (potassium carbonate), BrC1=C(C(=C(C(=C1CBr)OC)OC)OC)OC (1-bromo-6-bromomethyl-2,3,4,5-tetramethoxybenzene). Run in O (Water). Reaction conditions: time 6 hour. Yields the product C(C1=CC=CC=C1)OC1=CC=C(C=C1)C(C(=O)OCC)(CC1=C(C(=C(C(=C1Br)OC)OC)OC)OC)C(=O)OCC (Ethyl 2-(4-benzyloxyphenyl)-3-(6-bromo-2,3,4,5-tetramethoxyphenyl)-2-ethoxycarbonylpropionate). Isolated yield 49.6%. As a reaction SMILES: CN(C=O)C.[CH2:6]([O:13][C:14]1[CH:19]=[CH:18][C:17]([CH:20]([C:26]([O:28][CH2:29][CH3:30])=[O:27])[C:21]([O:23][CH2:24][CH3:25])=[O:22])=[CH:16][CH:15]=1)[C:7]1[CH:12]=[CH:11][CH:10]=[CH:9][CH:8]=1.[Br:31][C:32]1[C:37]([CH2:38]Br)=[C:36]([O:40][CH3:41])[C:35]([O:42][CH3:43])=[C:34]([O:44][CH3:45])[C:33]=1[O:46][CH3:47].C(=O)([O-])[O-].[K+].[K+]>O>[CH2:6]([O:13][C:14]1[CH:19]=[CH:18][C:17]([C:20]([C:26]([O:28][CH2:29][CH3:30])=[O:27])([CH2:38][C:37]2[C:32]([Br:31])=[C:33]([O:46][CH3:47])[C:34]([O:44][CH3:45])=[C:35]([O:42][CH3:43])[C:36]=2[O:40][CH3:41])[C:21]([O:23][CH2:24][CH3:25])=[O:22])=[CH:16][CH:15]=1)[C:7]1[CH:8]=[CH:9][CH:10]=[CH:11][CH:12]=1 |f:3.4.5|. Procedure: A DMF (120 ml) suspension of ethyl 2-(4-benzyloxyphenyl)-2-ethoxycarbonylacetate (12.0 g, 35.1 mmols), 1-bromo-6-bromomethyl-2,3,4,5-tetramethoxybenzene (16.9 g, 45.6 mmols) and potassium carbonate (14.5 g, 105 mmols) was stirred at room temperature for 6 hours, and then 1-bromo-6-bromomethyl-2,3,4,5-tetramethoxybenzene (2.60 g, 7.02 mmols) was added thereto stirring was continued at room temperature for further 6 hours. Water was added to the reaction mixture, which was then extracted with diet... Reactants: CC=1N=C2N(C(C1C1=CC=C(C#N)C=C1)=O)C=CS2 (4-(7-Methyl-5-oxo-5H-[1,3]thiazolo[3,2-a]pyrimidin-6-yl)benzonitrile), C(C1=CN=CC=C1)=O (nicotinaldehyde), [O-]CC.[Na+] (sodium ethoxide). Solvent: C(C)O (ethanol). Product: O=C1C(=C(N=C2N1C=CS2)\C=C\C=2C=NC=CC2)C2=CC=C(C#N)C=C2 (4-{5-Oxo-7-[(E)-2-(3-pyridyl)-1-ethenyl]-5H-[1,3]thiazolo[3,2-a]pyrimidin-6-yl}-benzonitrile). The yield is 57.0%. Reaction SMILES: [CH3:1][C:2]1[N:3]=[C:4]2[S:19][CH:18]=[CH:17][N:5]2[C:6](=[O:16])[C:7]=1[C:8]1[CH:15]=[CH:14][C:11]([C:12]#[N:13])=[CH:10][CH:9]=1.[CH:20](=O)[C:21]1[CH:26]=[CH:25][CH:24]=[N:23][CH:22]=1.[O-]CC.[Na+]>C(O)C>[O:16]=[C:6]1[N:5]2[CH:17]=[CH:18][S:19][C:4]2=[N:3][C:2](/[CH:1]=[CH:20]/[C:21]2[CH:22]=[N:23][CH:24]=[CH:25][CH:26]=2)=[C:7]1[C:8]1[CH:9]=[CH:10][C:11]([C:12]#[N:13])=[CH:14][CH:15]=1 |f:2.3|. Procedure details: The title compound was prepared by condensation of Intermediate 4 (350 mg, 1.309 mmol) with nicotinaldehyde (196 mg, 1.833 mmol) in presence of sodium ethoxide (178 mg, 2.618 mmol) in ethanol (15 ml) according to the procedure outlined in Example 9 to give 266 mg of the desired product as a light yellow solid; 1H NMR (300 MHz, DMSO-d6) δ 6.88 (d, J=15.6 Hz, 1H), 7.30-7.38 (m, 1H), 7.50-7.58 (m, 3H), 7.84-7.93 (m, 4H), 8.02 (d, J=4.8 Hz, 1H), 8.47 (d, J=3.9 Hz, 1H), 8.70 (s, 1H); ESI-MS (m/z) 357... Starting materials: BrCCC1=C(C=C(C=C1Cl)Cl)OC1=C(C(=CC(=C1)Cl)Cl)CCBr (2-bromoethyl-3,5-dichlorophenyl ether), C(C)(C)N (isopropyl amine). Run in C(Cl)(Cl)Cl (chloroform). The product is Cl.ClC=1C=C(OCCNC(C)C)C=C(C1)Cl (2-(3,5-Dichlorophenoxy)-N-(1-methylethyl)ethanamine, Hydrochloride). RXN SMILES: BrCCC1C([Cl:10])=CC(Cl)=[CH:6][C:5]=1[O:12][C:13]1[CH:18]=[C:17]([Cl:19])[CH:16]=[C:15]([Cl:20])[C:14]=1CCBr.[CH:24]([NH2:27])([CH3:26])[CH3:25]>C(Cl)(Cl)Cl>[ClH:10].[Cl:19][C:17]1[CH:18]=[C:13]([CH:14]=[C:15]([Cl:20])[CH:16]=1)[O:12][CH2:5][CH2:6][NH:27][CH:24]([CH3:26])[CH3:25] |f:3.4|. Procedure: Following the procedure of Preparation 1, 2-bromoethyl-3,5-dichlorophenyl ether and isopropyl amine were reacted in refluxing chloroform overnight) to yield an oil, the free base of the title compound. Thereafter, a portion of the oil was reacted with ethereal hydrogen chloride to form the hydrochloride salt in 43.4% yield, m.p. 195°-197° C. The reactants are NC1=C(C(=O)NC2=C(C=CC=C2)Cl)C=CC=C1C(F)(F)F (2-Amino-N-(2-chlorophenyl)-3-trifluoromethylbenzamide), ClCC(=O)Cl (chloroacetyl chloride). The solvent is C(C)(=O)O (acetic acid). The product is ClCC1=NC2=C(C=CC=C2C(N1C1=C(C=CC=C1)Cl)=O)C(F)(F)F (2-Chloromethyl-3-(2-chlorophenyl)-8-trifluoromethyl-3H-quinazolin-4-one). The yield is 60.5%. Reaction SMILES: [NH2:1][C:2]1[C:17]([C:18]([F:21])([F:20])[F:19])=[CH:16][CH:15]=[CH:14][C:3]=1[C:4]([NH:6][C:7]1[CH:12]=[CH:11][CH:10]=[CH:9][C:8]=1[Cl:13])=[O:5].[Cl:22][CH2:23][C:24](Cl)=O>C(O)(=O)C>[Cl:22][CH2:23][C:24]1[N:6]([C:7]2[CH:12]=[CH:11][CH:10]=[CH:9][C:8]=2[Cl:13])[C:4](=[O:5])[C:3]2[C:2](=[C:17]([C:18]([F:21])([F:19])[F:20])[CH:16]=[CH:15][CH:14]=2)[N:1]=1. Procedure: Prepared according to Procedure B with 1m (500 mg, 1.59 mmol) and chloroacetyl chloride (0.38 mL, 4.77 mmol) in acetic acid (10 mL). Purified by recrystallization from isopropanol to afford 359 mg of a white crystalline solid (61%). 1H NMR (CDCl3) δ: 8.51 (dd, J=1.0, 8.0 Hz, 1H); 8.14 (d, J=7.3 Hz, 1H); 7.65 (dd, J=2.5, 5.6 Hz, 1H); 7.62 (d, J=3.9 Hz, 1H); 7.48-7.60 (m, 3H); 4.44 (d, J=12 Hz, 1H), 4.12 (d, J=12 Hz, 1H). MS (ES): m/z 373.0 (M+).